describe an organic reaction: reactants, conditions, products, and yield From a dataset of the Open Reaction Database (ORD), a public repository of structured organic reaction records. The reactants are COC(=O)C1=C(C2=C(N=CN=C2Cl)S1)C (4-Chloro-5-methyl-thieno[2,3-d]pyrimidine-6-carboxylic acid methyl ester), NC1=C(C=C(C#N)C=C1)OC(CF)CF (4-amino-3-(2-fluoro-1-fluoromethyl-ethoxy)-benzonitrile), O.C1(=CC=C(C=C1)S(=O)(=O)O)C (p-toluenesulfonic acid monohydrate), C(C)(C)O (isopropanol). The solvent is O (water). Product: C(#N)C1=CC(=C(C=C1)NC=1C2=C(N=CN1)SC(=C2C)C(=O)OC)OC(CF)CF (Methyl 4-[4-cyano-2-(2-fluoro-1-fluoromethyl-ethoxy)phenylamino]-5-methyl-thieno[2,3-d]pyrimidine-6-carboxylate). RXN SMILES: [CH3:1][O:2][C:3]([C:5]1[S:14][C:8]2[N:9]=[CH:10][N:11]=[C:12](Cl)[C:7]=2[C:6]=1[CH3:15])=[O:4].[NH2:16][C:17]1[CH:24]=[CH:23][C:20]([C:21]#[N:22])=[CH:19][C:18]=1[O:25][CH:26]([CH2:29][F:30])[CH2:27][F:28].O.C1(C)C=CC(S(O)(=O)=O)=CC=1.C(O)(C)C>O>[C:21]([C:20]1[CH:23]=[CH:24][C:17]([NH:16][C:12]2[C:7]3[C:6]([CH3:15])=[C:5]([C:3]([O:2][CH3:1])=[O:4])[S:14][C:8]=3[N:9]=[CH:10][N:11]=2)=[C:18]([O:25][CH:26]([CH2:27][F:28])[CH2:29][F:30])[CH:19]=1)#[N:22] |f:2.3|. Reported procedure: 4-Chloro-5-methyl-thieno[2,3-d]pyrimidine-6-carboxylic acid methyl ester (0.2 g), 4-amino-3-(2-fluoro-1-fluoromethyl-ethoxy)-benzonitrile (0.17 g), p-toluenesulfonic acid monohydrate (0.16 g) and isopropanol (3.0 ml) were stirred at 90° C. for 2 hours. Then the mixture was poured in water and filtrated. The solid was washed with water and dried in an oven at 70° C.